From a dataset of the Open Reaction Database (ORD), a public repository of structured organic reaction records. describe an organic reaction: reactants, conditions, products, and yield The reactants are OO (hydrogen peroxide), C=O (Paraformaldehyde), FC(C1=CC=C(C=C1)O)(F)F (4-trifluoromethyl phenol), C1(=CC=CC=C1)B(O)O (phenyl boronic acid), C(CC)(=O)O (proprionic acid). Run in C1CCOC1 (THF), C1=CC=CC=C1 (benzene), O (water). Conditions: time 1 hour. The product is OC1=C(CO)C=C(C=C1)C(F)(F)F (2-Hydroxy-5-trifluoromethyl-benzyl alcohol). The yield is 70.6%. RXN SMILES: C=O.[F:3][C:4]([F:13])([F:12])[C:5]1[CH:10]=[CH:9][C:8]([OH:11])=[CH:7][CH:6]=1.C1(B(O)O)C=CC=CC=1.[C:23](O)(=[O:26])CC.OO>C1C=CC=CC=1.C1COCC1.O>[OH:11][C:8]1[CH:7]=[CH:6][C:5]([C:4]([F:12])([F:13])[F:3])=[CH:10][C:9]=1[CH2:23][OH:26]. Reported procedure: Paraformaldehyde (3.4 g, 0.114 mol) was added in 0.5 g portions over a six hour period to a refluxing mixture of 4-trifluoromethyl phenol (2.3 g, 0.0142 mol), phenyl boronic acid (2.1 g, 0.017 mol) and proprionic acid (530 μL, 7 mmol) in benzene with the azeotropic removal of water (Dean-Stark trap). When the addition was complete, the reaction was heated for an additional hour, then cooled with an ice bath, diluted with THF (30 mL) and treated with 5 mL of 30% hydrogen peroxide solution. After ... Reactants: O=C1CCC(=O)N1Br, O=C(OOC(=O)c1ccccc1)c1ccccc1, ClC(Cl)(Cl)Cl, CCOC(=O)C=C(C)Oc1ccc(F)cc1F. Yields the product CCOC(=O)C=C(CBr)Oc1ccc(F)cc1F. As a reaction SMILES: [Br:18][N:19]1[C:20](=[O:21])[CH2:22][CH2:23][C:24]1=[O:25].[C:26]([O:27][O:28][C:29](=[O:30])[c:31]1[cH:32][cH:33][cH:34][cH:35][cH:36]1)(=[O:37])[c:38]1[cH:39][cH:40][cH:41][cH:42][cH:43]1.[C:44]([Cl:45])([Cl:46])([Cl:47])[Cl:48].[CH2:1]([CH3:2])[O:3][C:4]([CH:5]=[C:6]([CH3:7])[O:8][c:9]1[c:10]([F:16])[cH:11][c:12]([F:15])[cH:13][cH:14]1)=[O:17]>>[CH2:1]([CH3:2])[O:3][C:4]([CH:5]=[C:6]([CH2:7][Br:18])[O:8][c:9]1[c:10]([F:16])[cH:11][c:12]([F:15])[cH:13][cH:14]1)=[O:17].